This data is from the Open Reaction Database (ORD), a public repository of structured organic reaction records. The task is: describe an organic reaction: reactants, conditions, products, and yield The product is FC1=CC(=C(C=C1C)C(=O)N1[C@@H]([C@@H](CCC1)C)CNC1=NC=C(C=C1)C(F)(F)F)N1N=CC=N1 ((4-Fluoro-5-methyl-2-(2H-1,2,3-triazol-2-yl)phenyl)((2S,3R)-3-methyl-2-(((5-(trifluoromethyl)pyridin-2-yl)amino)methyl)piperidin-1-yl)methanone). Starting materials: FC1=CC(=C(C(=O)O)C=C1C)N1N=CC=N1 (4-fluoro-5-methyl-2-(2H-1,2,3-triazol-2-yl)benzoic acid), C[C@H]1[C@H](NCCC1)CN1C(C2=CC=CC=C2C1=O)=O (2-(((2S,3R)-3-methylpiperidin-2-yl)methyl)isoindoline-1,3-dione), ClC1=NC=C(C=C1)C(F)(F)F (2-chloro-5-(trifluoromethyl)pyridine). RXN SMILES: [F:1][C:2]1[C:10]([CH3:11])=[CH:9][C:5]([C:6]([OH:8])=O)=[C:4]([N:12]2[N:16]=[CH:15][CH:14]=[N:13]2)[CH:3]=1.[CH3:17][C@@H:18]1[CH2:23][CH2:22][CH2:21][NH:20][C@@H:19]1[CH2:24][N:25]1C(=O)C2C(=CC=CC=2)C1=O.Cl[C:37]1[CH:42]=[CH:41][C:40]([C:43]([F:46])([F:45])[F:44])=[CH:39][N:38]=1>>[F:1][C:2]1[C:10]([CH3:11])=[CH:9][C:5]([C:6]([N:20]2[CH2:21][CH2:22][CH2:23][C@@H:18]([CH3:17])[C@H:19]2[CH2:24][NH:25][C:37]2[CH:42]=[CH:41][C:40]([C:43]([F:46])([F:45])[F:44])=[CH:39][N:38]=2)=[O:8])=[C:4]([N:12]2[N:16]=[CH:15][CH:14]=[N:13]2)[CH:3]=1. Procedure: The title compound was prepared following the same general protocol as described in Example A318, using 4-fluoro-5-methyl-2-(2H-1,2,3-triazol-2-yl)benzoic acid, 2-(((2S,3R)-3-methylpiperidin-2-yl)methyl)isoindoline-1,3-dione and 2-chloro-5-(trifluoromethyl)pyridine. ESI-MS (m/z): 477 (M+H). Reactants: COC(\C=C\C1=CC=C(C=C1)CC=1C=NC=CC1)=O ((E)-3-[4-(3-Pyridylmethyl)phenyl]acrylic acid methyl ester), [BH4-].[Na+] (sodium borohydride), C(C)O (ethanol). The solvent is ethyl acetate. Reaction conditions: time 30 minute. Product: N1=CC(=CC=C1)CC1=CC=C(CO)C=C1 (4-(3-Pyridylmethyl)benzyl alcohol). RXN SMILES: COC(=O)/C=[CH:5]/[C:6]1[CH:11]=[CH:10][C:9]([CH2:12][C:13]2[CH:14]=[N:15][CH:16]=[CH:17][CH:18]=2)=[CH:8][CH:7]=1.[BH4-].[Na+].C([OH:24])C>>[N:15]1[CH:16]=[CH:17][CH:18]=[C:13]([CH2:12][C:9]2[CH:10]=[CH:11][C:6]([CH2:5][OH:24])=[CH:7][CH:8]=2)[CH:14]=1 |f:1.2|. Procedure details: A mixture of 0.41 g of the aldehyde (prepared as described in Reference Example 1), 8 ml of ethanol and 78 mg of sodium borohydride was stirred at room temperature for 30 minutes. The reaction mixture was diluted with ethyl acetate, washed with water, and a saturated aqueous solution of sodium chloride, dried over sodium sulphate and concentrated under reduced pressure. The residue was purified by column chromatography on silica gel using a 4% V/V solution of ethanol in chloroform as eluent to g...